From a dataset of the Open Reaction Database (ORD), a public repository of structured organic reaction records. describe an organic reaction: reactants, conditions, products, and yield Starting materials: [Cl-].[NH4+] (ammonium chloride), [H-].[Na+] (sodium hydride), C(#N)C1=NC=CC=C1C1=CC(=CN1)CN(C(OC(C)(C)C)=O)C (tert-butyl {[5-(2-cyanopyridin-3-yl)-1H-pyrrol-3-yl]methyl}methylcarbamate), C1COCCOCCOCCOCCO1 (15-crown-5), ClC1=C(C=CC=C1)S(=O)(=O)Cl (2-chlorobenzenesulfonyl chloride). Solvent: O1CCCC1 (tetrahydrofuran). Run at time 15 minute. Yields the product ClC1=C(C=CC=C1)S(=O)(=O)N1C=C(C=C1C=1C(=NC=CC1)C#N)CN(C(OC(C)(C)C)=O)C (tert-butyl {[1-[(2-chlorophenyl)sulfonyl]-5-(2-cyanopyridin-3-yl)-1H-pyrrol-3-yl]methyl}methylcarbamate). The yield is 86.8%. As a reaction SMILES: [H-].[Na+].[C:3]([C:5]1[C:10]([C:11]2[NH:15][CH:14]=[C:13]([CH2:16][N:17]([CH3:25])[C:18](=[O:24])[O:19][C:20]([CH3:23])([CH3:22])[CH3:21])[CH:12]=2)=[CH:9][CH:8]=[CH:7][N:6]=1)#[N:4].C1OCCOCCOCCOCCOC1.[Cl:41][C:42]1[CH:47]=[CH:46][CH:45]=[CH:44][C:43]=1[S:48](Cl)(=[O:50])=[O:49].[Cl-].[NH4+]>O1CCCC1>[Cl:41][C:42]1[CH:47]=[CH:46][CH:45]=[CH:44][C:43]=1[S:48]([N:15]1[C:11]([C:10]2[C:5]([C:3]#[N:4])=[N:6][CH:7]=[CH:8][CH:9]=2)=[CH:12][C:13]([CH2:16][N:17]([CH3:25])[C:18](=[O:24])[O:19][C:20]([CH3:21])([CH3:22])[CH3:23])=[CH:14]1)(=[O:50])=[O:49] |f:0.1,5.6|. Reported procedure: To a suspension of sodium hydride (60% in oil, 26.0 mg) in tetrahydrofuran (3 mL) was added tert-butyl {[5-(2-cyanopyridin-3-yl)-1H-pyrrol-3-yl]methyl}methylcarbamate (156 mg) at room temperature, and the mixture was stirred for 15 min. After stirring, 15-crown-5 (143 mg) and 2-chlorobenzenesulfonyl chloride (214 mg) were added dropwise and the mixture was further stirred at room temperature for 1 hr. Saturated aqueous ammonium chloride solution was added, and the mixture was concentrated under ... Starting materials: FC1=NC=CC=C1C1=CC(=NC=C1)C (2-fluoro-3-(2-methylpyridin-4-yl)pyridine), N1C(=NC2=C1C=CC=C2)CC2=CC=C(C=C2)O (4-((1H-benzo[d]imidazol-2-yl)methyl)phenol), C([O-])([O-])=O.[Cs+].[Cs+] (cesium carbonate). Run in O (H2O). Run at temperature 80 celsius. Product: CC1=NC=CC(=C1)C=1C(=NC=CC1)OC1=CC=C(CC2=NC3=C(N2)C=CC=C3)C=C1 (2-(4-(3-(2-METHYLPYRIDIN-4-YL)PYRIDIN-2-YLOXY)BENZYL)-1H-BENZO[D]IMIDAZOLE). Reaction SMILES: F[C:2]1[C:7]([C:8]2[CH:13]=[CH:12][N:11]=[C:10]([CH3:14])[CH:9]=2)=[CH:6][CH:5]=[CH:4][N:3]=1.[NH:15]1[C:19]2[CH:20]=[CH:21][CH:22]=[CH:23][C:18]=2[N:17]=[C:16]1[CH2:24][C:25]1[CH:30]=[CH:29][C:28]([OH:31])=[CH:27][CH:26]=1.C(=O)([O-])[O-].[Cs+].[Cs+]>O>[CH3:14][C:10]1[CH:9]=[C:8]([C:7]2[C:2]([O:31][C:28]3[CH:29]=[CH:30][C:25]([CH2:24][C:16]4[NH:15][C:19]5[CH:20]=[CH:21][CH:22]=[CH:23][C:18]=5[N:17]=4)=[CH:26][CH:27]=3)=[N:3][CH:4]=[CH:5][CH:6]=2)[CH:13]=[CH:12][N:11]=1 |f:2.3.4|. Procedure details: A mixture of 2-fluoro-3-(2-methylpyridin-4-yl)pyridine (1.00 g, 5.31 mmol), 4-((1H-benzo[d]imidazol-2-yl)methyl)phenol (1.43 g, 6.38 mmol) and cesium carbonate (2.60 g, 7.97 mmol) was heated to 80° C. for 16 h. After cooling to room temperature, the mixture was diluted with H2O and extracted with 25% i-PrOH/CHCl3 (3×). The combined organics were dried over Na2SO4, filtered and concentrated. The residue was purified using column chromatography (Acetone/Hexanes=0→80%) to give the title compound. M... Starting materials: C1(=C(C(=C(C(=C1F)F)F)N)F)N.Cl.Cl (dihydrochloride), Cl.Cl.ClC1=CC2=C(N3C(=N2)CCNCC3)C=C1 (8-Chloro-2,3,4,5-tetrahydro-1H-1,4-diazepino[1,7-a]benzimidazole dihydrochloride), Cl (hydrochloric acid), ICCC (1-iodopropane), C([O-])([O-])=O.[Na+].[Na+] (sodium carbonate). Solvent: C(C)O (ethanol), C(C)O (ethanol). Product: Cl.Cl.C(CC)N1CCN2C(=NC3=C2C=CC(=C3)Cl)CC1 (3-Propyl-8-Chloro-2,3,4,5-tetrahydro-1H-1,4-diazepino[1,7-a] benzimidazole dihydrochloride). Reaction SMILES: [ClH:1].Cl.[Cl:3][C:4]1[CH:17]=[CH:16][C:7]2[N:8]3[CH2:15][CH2:14][NH:13][CH2:12][CH2:11][C:9]3=[N:10][C:6]=2[CH:5]=1.I[CH2:19][CH2:20][CH3:21].C(=O)([O-])[O-].[Na+].[Na+].Cl.C1(N)C(F)=C(F)C(F)=C(N)C=1F.Cl.Cl>C(O)C>[ClH:3].[ClH:1].[CH2:19]([N:13]1[CH2:12][CH2:11][C:9]2=[N:10][C:6]3[CH:5]=[C:4]([Cl:3])[CH:17]=[CH:16][C:7]=3[N:8]2[CH2:15][CH2:14]1)[CH2:20][CH3:21] |f:0.1.2,4.5.6,8.9.10,12.13.14|. Reported procedure: A solution of 1.1 g. (5 mmole) of 8-chloro-2,3,4,5-tetrahydro-1H-1,4-diazepino[17-a]benzimidazole prepared in Example 1 above, 0.85 g. (5 mmole) 1-iodopropane, and 0.75 g. (7.5 mmole) of sodium carbonate in 100 ml. of 95% ethanol is refluxed 72 hours. After removing the solvent in vacuo, the residue is chromatographed over silica gel, eluting with hexane/chloroform saturated with ammonia (1:4). The product obtained is dissolved in absolute ethanol and acidified with ethanolic hydrochloric acid. ...